This data is from the Open Reaction Database (ORD), a public repository of structured organic reaction records. The task is: describe an organic reaction: reactants, conditions, products, and yield Starting materials: CC=1C(=C(CO)C(=CC1)C(C)C)OC (3-methyl-6-(1-methylethyl)-2-methoxybenzyl alcohol), P(Br)(Br)Br (phosphorus tribromide). Run in C1CCOC1 (THF). Reaction conditions: time 2 hour. Yields the product CC=1C(=C(CBr)C(=CC1)C(C)C)OC (3-Methyl-6-(1-methylethyl)-2-methoxybenzyl bromide). The yield is 211.0%. As a reaction SMILES: [CH3:1][C:2]1[C:3]([O:13][CH3:14])=[C:4]([C:7]([CH:10]([CH3:12])[CH3:11])=[CH:8][CH:9]=1)[CH2:5]O.P(Br)(Br)[Br:16]>C1COCC1>[CH3:1][C:2]1[C:3]([O:13][CH3:14])=[C:4]([C:7]([CH:10]([CH3:12])[CH3:11])=[CH:8][CH:9]=1)[CH2:5][Br:16]. Procedure: To a solution of 3-methyl-6-(1-methylethyl)-2-methoxybenzyl alcohol (15.9 g, 80 mmol) in THF (160 ml) was added phosphorus tribromide (3.80 ml, 40 mmol) at 0° C. and the mixture was stirred at room temperature for 2 hours. The reaction mixture was washed with saturated brine, dried over sodium sulfate and concentrated under reduced pressure. The residue was purified by column chromatography on silica gel (ethyl acetate:hexane=1:4) to obtain 21.7 g of the title compound as an oil.